Dataset: the Open Reaction Database (ORD), a public repository of structured organic reaction records. Task: describe an organic reaction: reactants, conditions, products, and yield The reactants are C[P+](C)(C)CC#N, CCC#N, CCN(C(C)C)C(C)C, [I-], N#Cc1ccc(N2CCNCC2)cc1, O=C1Nc2cc(CO)cnc2N2CCSCC12. Yields the product N#Cc1ccc(N2CCN(Cc3cnc4c(c3)NC(=O)C3CSCCN43)CC2)cc1. RXN SMILES: [C:19]([CH2:20][P+:21]([CH3:22])([CH3:23])[CH3:24])#[N:25].[C:49](#[N:50])[CH2:51][CH3:52].[CH2:26]([N:27]([CH:28]([CH3:29])[CH3:30])[CH:31]([CH3:32])[CH3:33])[CH3:34].[I-:18].[N:35]1([c:41]2[cH:42][cH:43][c:44]([C:45]#[N:46])[cH:47][cH:48]2)[CH2:36][CH2:37][NH:38][CH2:39][CH2:40]1.[OH:1][CH2:2][c:3]1[cH:4][c:5]2[c:10]([n:11][cH:12]1)[N:9]1[CH:8]([C:7](=[O:17])[NH:6]2)[CH2:16][S:15][CH2:14][CH2:13]1>>[CH2:2]([c:3]1[cH:4][c:5]2[c:10]([n:11][cH:12]1)[N:9]1[CH:8]([C:7](=[O:17])[NH:6]2)[CH2:16][S:15][CH2:14][CH2:13]1)[N:38]1[CH2:37][CH2:36][N:35]([c:41]2[cH:42][cH:43][c:44]([C:45]#[N:46])[cH:47][cH:48]2)[CH2:40][CH2:39]1. Starting materials: resultant solution, O (water), CC(=CCO)CCCC(CCCC(CCCC(C)C)C)C (3,7,11,15-tetramethyl-2-hexadecen-1-ol), C(C)(C)(C)C1=C(C(=CC=C1)C(C)(C)C)O (2,6-di-tert-butyl phenol), B(F)(F)F.CCOCC (boron trifluoride ethyl etherate). Solvent: O1CCOCC1 (dioxane), O1CCOCC1 (dioxane). Product: C(C)(C)(C)C1=C(C(=CC(=C1)CC=C(CCCC(CCCC(CCCC(C)C)C)C)C)C(C)(C)C)O (2,6,di-tert-butyl-4-(3,7,11,15,tetramethyl-2 -hexadecenyl)-phenol). Yield: 9.1%. RXN SMILES: [CH3:1][C:2]([CH2:6][CH2:7][CH2:8][CH:9]([CH3:21])[CH2:10][CH2:11][CH2:12][CH:13]([CH3:20])[CH2:14][CH2:15][CH2:16][CH:17]([CH3:19])[CH3:18])=[CH:3][CH2:4]O.[C:22]([C:26]1[CH:31]=[CH:30][CH:29]=[C:28]([C:32]([CH3:35])([CH3:34])[CH3:33])[C:27]=1[OH:36])([CH3:25])([CH3:24])[CH3:23].B(F)(F)F.CCOCC.O>O1CCOCC1>[C:32]([C:28]1[CH:29]=[C:30]([CH2:4][CH:3]=[C:2]([CH3:1])[CH2:6][CH2:7][CH2:8][CH:9]([CH3:21])[CH2:10][CH2:11][CH2:12][CH:13]([CH3:20])[CH2:14][CH2:15][CH2:16][CH:17]([CH3:19])[CH3:18])[CH:31]=[C:26]([C:22]([CH3:25])([CH3:24])[CH3:23])[C:27]=1[OH:36])([CH3:35])([CH3:34])[CH3:33] |f:2.3|. Procedure details: A solution of 3,7,11,15-tetramethyl-2-hexadecen-1-ol (2.97 g;10.0 mmole) in dioxane (8 ml) was dropwise added to a solution of 2,6-di-tert-butyl phenol (4.13 g;200 mmole) and boron trifluoride ethyl etherate (0.86 g;6.0 mmole) in dioxane (20 ml) at 40° C. over one hour. After stirring the resultant solution at that temperature for 2.5 hours, the reaction solution was poured into water (30 ml) and was then extracted once with ethyl acetate (20 ml). The extract was successively washed with 30 ml o... Reaction SMILES: [CH2:1]([c:2]1[cH:3][cH:4][cH:5][cH:6][cH:7]1)[N:8]1[CH2:9][C:10]2([CH2:11][O:12]2)[CH2:13][CH2:14]1.[CH3:28][C:29]#[N:30].[Cl+3:22]([O-:23])([O-:24])([O-:25])[O-:26].[Li+:27].[NH2:15][c:16]1[cH:17][cH:18][cH:19][cH:20][cH:21]1>>[CH2:1]([c:2]1[cH:3][cH:4][cH:5][cH:6][cH:7]1)[N:8]1[CH2:9][C:10]([CH2:11][NH:15][c:16]2[cH:17][cH:18][cH:19][cH:20][cH:21]2)([OH:12])[CH2:13][CH2:14]1. Reactants: c1ccc(CN2CCC3(CO3)C2)cc1, CC#N, [O-][Cl+3]([O-])([O-])[O-], [Li+], Nc1ccccc1. Yields the product OC1(CNc2ccccc2)CCN(Cc2ccccc2)C1. The reactants are BrCCCc1ccccc1, COC(=O)c1ccc(CC(C=Cc2ccccc2O)CCc2ccc(C#N)cc2)cc1, O=C([O-])[O-], CC#N, [K+], [K+]. Yields the product COC(=O)c1ccc(CC(C=Cc2ccccc2OCCCc2ccccc2)CCc2ccc(C#N)cc2)cc1. RXN SMILES: [Br:32][CH2:33][CH2:34][CH2:35][c:36]1[cH:37][cH:38][cH:39][cH:40][cH:41]1.[C:1](#[N:2])[c:3]1[cH:4][cH:5][c:6]([CH2:9][CH2:10][CH:11]([CH2:12][c:13]2[cH:14][cH:15][c:16]([C:17](=[O:18])[O:19][CH3:20])[cH:21][cH:22]2)[CH:23]=[CH:24][c:25]2[c:26]([OH:31])[cH:27][cH:28][cH:29][cH:30]2)[cH:7][cH:8]1.[C:42](=[O:43])([O-:44])[O-:45].[CH3:48][C:49]#[N:50].[K+:46].[K+:47]>>[C:1](#[N:2])[c:3]1[cH:4][cH:5][c:6]([CH2:9][CH2:10][CH:11]([CH2:12][c:13]2[cH:14][cH:15][c:16]([C:17](=[O:18])[O:19][CH3:20])[cH:21][cH:22]2)[CH:23]=[CH:24][c:25]2[c:26]([O:31][CH2:33][CH2:34][CH2:35][c:36]3[cH:37][cH:38][cH:39][cH:40][cH:41]3)[cH:27][cH:28][cH:29][cH:30]2)[cH:7][cH:8]1. Product: C1(CCCC1)CC(=O)NN1C(C2=CC=CC=C2C(=N1)N1CCOCC1)=O (2-cyclopentyl-N-[4-(morpholin-4-yl)-1-oxophthalazin-2(1H)-yl]acetamide). RXN SMILES: [NH2:1][N:2]1[N:11]=[C:10]([N:12]2[CH2:17][CH2:16][O:15][CH2:14][CH2:13]2)[C:9]2[C:4](=[CH:5][CH:6]=[CH:7][CH:8]=2)[C:3]1=[O:18].[CH:19]1([CH2:24][C:25](O)=[O:26])[CH2:23][CH2:22][CH2:21][CH2:20]1>>[CH:19]1([CH2:24][C:25]([NH:1][N:2]2[N:11]=[C:10]([N:12]3[CH2:17][CH2:16][O:15][CH2:14][CH2:13]3)[C:9]3[C:4](=[CH:5][CH:6]=[CH:7][CH:8]=3)[C:3]2=[O:18])=[O:26])[CH2:23][CH2:22][CH2:21][CH2:20]1. Starting materials: NN1C(C2=CC=CC=C2C(=N1)N1CCOCC1)=O (2-amino-4-morpholinophthalazin-1(2H)-one), C1(CCCC1)CC(=O)O (2-cyclopentylacetic acid). Procedure: The product of Example 1B and 2-cyclopentylacetic acid were treated using a method similar to that described in Example 111 to give the title compound. 1H NMR (500 MHz, DMSO-d6/Deuterium Oxide) δ ppm 8.31 (dd, J=7.9, 1.3 Hz, 1H), 8.03 (d, J=8.0 Hz, 1H), 7.97-8.00 (m, 1H), 7.91 (td, J=7.5, 1.3 Hz, 1H), 3.81-3.84 (m, 4H), 3.05-3.14 (m, 4H), 2.29 (d, J=7.5 Hz, 2H), 2.13-2.23 (m, 1H), 1.75-1.84 (m, 2H), 1.49-1.66 (m, 4H), 1.21-1.29 (m, 2H); MS (ESI−) M/Z 355 (M−H)−. Yields the product ClC1=CC=C(C=C1)NC1=C2N=CN(C2=NC(=N1)NN)CCOCC ((4-Chloro-phenyl)-[9-(2-ethoxy-ethyl)-2-hydrazino-9H-purin-6-yl]-amine). Reported procedure: Was prepared according to Example 8 from [2-chloro-9-(2-ethoxy-ethyl)-9H-purin-6-yl]-(4-chloro-phenyl)-amine and hydrazine monohydrate. Reaction SMILES: Cl[C:2]1[N:10]=[C:9]2[C:5]([N:6]=[CH:7][N:8]2[CH2:11][CH2:12][O:13][CH2:14][CH3:15])=[C:4]([NH:16][C:17]2[CH:22]=[CH:21][C:20]([Cl:23])=[CH:19][CH:18]=2)[N:3]=1.O.[NH2:25][NH2:26]>>[Cl:23][C:20]1[CH:21]=[CH:22][C:17]([NH:16][C:4]2[N:3]=[C:2]([NH:25][NH2:26])[N:10]=[C:9]3[C:5]=2[N:6]=[CH:7][N:8]3[CH2:11][CH2:12][O:13][CH2:14][CH3:15])=[CH:18][CH:19]=1 |f:1.2|. Starting materials: ClC1=NC(=C2N=CN(C2=N1)CCOCC)NC1=CC=C(C=C1)Cl ([2-chloro-9-(2-ethoxy-ethyl)-9H-purin-6-yl]-(4-chloro-phenyl)-amine), O.NN (hydrazine monohydrate). Starting materials: ClCCl, O=[Cr](=O)=O, Cn1c(-c2cccnc2)c(CCCCCCO)c2ccccc21, c1ccncc1. Yields the product Cn1c(-c2cccnc2)c(CCCCCC=O)c2ccccc21. RXN SMILES: [Cl:34][CH2:35][Cl:36].[O:1]=[Cr:2](=[O:3])=[O:4].[OH:11][CH2:12][CH2:13][CH2:14][CH2:15][CH2:16][CH2:17][c:18]1[c:19](-[c:28]2[cH:29][n:30][cH:31][cH:32][cH:33]2)[n:20]([CH3:27])[c:21]2[cH:22][cH:23][cH:24][cH:25][c:26]12.[cH:5]1[cH:6][cH:7][n:8][cH:9][cH:10]1>>[O:11]=[CH:12][CH2:13][CH2:14][CH2:15][CH2:16][CH2:17][c:18]1[c:19](-[c:28]2[cH:29][n:30][cH:31][cH:32][cH:33]2)[n:20]([CH3:27])[c:21]2[cH:22][cH:23][cH:24][cH:25][c:26]12. Reactants: N1=C(C=CC=C1)CN1C2=CC=CC(=C2C=2C(=CC=CC12)O)C(N)=O (9-[(2-pyridyl)methyl]-4-hydroxy-5-carbamoyl carbazole), C(=O)([O-])[O-].[Cs+].[Cs+] (Cs2CO3), BrCC(=O)OC (methyl bromoacetate). Solvent: CN(C)C=O (DMF). The product is N1=C(C=CC=C1)CN1C2=CC=CC(=C2C=2C(=CC=CC12)OCC(=O)OC)C(N)=O ({9-[(2-pyridyl)methyl]-5-carbamoylcarbazol-4-yl}oxyacetic acid, methyl ester). Yield: 77.4%. RXN SMILES: [N:1]1[CH:6]=[CH:5][CH:4]=[CH:3][C:2]=1[CH2:7][N:8]1[C:20]2[CH:19]=[CH:18][CH:17]=[C:16]([OH:21])[C:15]=2[C:14]2[C:9]1=[CH:10][CH:11]=[CH:12][C:13]=2[C:22](=[O:24])[NH2:23].C([O-])([O-])=O.[Cs+].[Cs+].Br[CH2:32][C:33]([O:35][CH3:36])=[O:34]>CN(C=O)C>[N:1]1[CH:6]=[CH:5][CH:4]=[CH:3][C:2]=1[CH2:7][N:8]1[C:20]2[CH:19]=[CH:18][CH:17]=[C:16]([O:21][CH2:32][C:33]([O:35][CH3:36])=[O:34])[C:15]=2[C:14]2[C:9]1=[CH:10][CH:11]=[CH:12][C:13]=2[C:22](=[O:24])[NH2:23] |f:1.2.3|. Procedure: A mixture of the 9-[(2-pyridyl)methyl]-4-hydroxy-5-carbamoyl carbazole (216 mg, 0.68 mmol) and Cs2CO3 (550 mg; 1.69 mmol) in 5 mL DMF was treated with methyl bromoacetate (0.08 mL; 0.85 mmol). The reaction was stirred until tlc analysis indicated complete consumption of starting material (2 hours). The mixture was concentrated and the residue taken up in H2O (50 mL). The aqueous layer was saturated with solid NaCl and was extracted five times with THF. The combined organic layers were dried over...